From a dataset of the Open Reaction Database (ORD), a public repository of structured organic reaction records. describe an organic reaction: reactants, conditions, products, and yield Reactants: N12CCCCCC2=NCCC1 (1,8-Diazabicyclo[5.4.0]undec-7-ene), NC=1N=CC(=NC1C=1OC(=NN1)C(C)(C)C)C1=NC(=NN1)C1CCN(CC1)C(=O)OC(C)(C)C (tert-butyl 4-(5-(5-amino-6-(5-tert-butyl-1,3,4-oxadiazol-2-yl)pyrazin-2-yl)-1H-1,2,4-triazol-3-yl)piperidine-1-carboxylate), ICC (iodoethane), N12CCCCCC2=NCCC1 (1,8-diazabicyclo[5.4.0]undec-7-ene), ICC (Iodoethane). Solvent: O (water). Run at temperature 35 celsius, time 16 hour. Product: NC=1N=CC(=NC1C=1OC(=NN1)C(C)(C)C)C1=NC(=NN1CC)C1CCN(CC1)C(=O)OC(C)(C)C (tert-butyl 4-(5-(5-amino-6-(5-tert-butyl-1,3,4-oxadiazol-2-yl)pyrazin-2-yl)-1-ethyl-1H-1,2,4-triazol-3-yl)piperidine-1-carboxylate). The yield is 73.0%. As a reaction SMILES: N12CCCN=C1CCC[CH2:3][CH2:2]2.[NH2:12][C:13]1[N:14]=[CH:15][C:16]([C:28]2[NH:32][N:31]=[C:30]([CH:33]3[CH2:38][CH2:37][N:36]([C:39]([O:41][C:42]([CH3:45])([CH3:44])[CH3:43])=[O:40])[CH2:35][CH2:34]3)[N:29]=2)=[N:17][C:18]=1[C:19]1[O:20][C:21]([C:24]([CH3:27])([CH3:26])[CH3:25])=[N:22][N:23]=1.ICC>O>[NH2:12][C:13]1[N:14]=[CH:15][C:16]([C:28]2[N:32]([CH2:2][CH3:3])[N:31]=[C:30]([CH:33]3[CH2:38][CH2:37][N:36]([C:39]([O:41][C:42]([CH3:45])([CH3:44])[CH3:43])=[O:40])[CH2:35][CH2:34]3)[N:29]=2)=[N:17][C:18]=1[C:19]1[O:20][C:21]([C:24]([CH3:26])([CH3:27])[CH3:25])=[N:22][N:23]=1. Procedure details: 1,8-Diazabicyclo[5.4.0]undec-7-ene (76 mL, 511.14 mmol) was added to a suspension of tert-butyl 4-(5-(5-amino-6-(5-tert-butyl-1,3,4-oxadiazol-2-yl)pyrazin-2-yl)-1H-1,2,4-triazol-3-yl)piperidine-1-carboxylate (150 g, 319.46 mmol) in 2-methylTHF (1.2 L). Iodoethane (46 mL, 575.03 mmol) was added and the mixture was stirred for 16 hours at 35° C. Further iodoethane (46 mL, 575.03 mmol) and 1,8-diazabicyclo[5.4.0]undec-7-ene (76 mL, 511.14 mmol) were added and stirring was continued for 24 hours at ... Starting materials: CO, COC(=O)c1c[nH]c(Cl)c1, [Na+], [OH-]. Yields the product O=C(O)c1c[nH]c(Cl)c1. RXN SMILES: [CH3:13][OH:14].[Cl:1][c:2]1[cH:3][c:4]([C:7](=[O:8])[O:9][CH3:10])[cH:5][nH:6]1.[Na+:12].[OH-:11]>>[Cl:1][c:2]1[cH:3][c:4]([C:7](=[O:8])[OH:9])[cH:5][nH:6]1. The reactants are FC=1C=C(OC2=CC(=NC=C2)C2=CC(=CN2)C(=O)N2CCN(CC2)CC(=O)OCC)C=CC1NC(=O)NC1=C(C=CC(=C1)C)F (ethyl {4-[(5-{4-[3-fluoro-4-({[(2-fluoro-5-methylphenyl)amino]carbonyl}amino)phenoxy]pyridin-2-yl}-1H-pyrrol-3-yl)carbonyl]piperazin-1-yl}acetate), [OH-].[Na+] (NaOH), Cl (HCl), O (water). Run in CO (MeOH). Reaction conditions: time 16 hour. Yields the product FC=1C=C(OC2=CC(=NC=C2)C2=CC(=CN2)C(=O)N2CCN(CC2)CC(=O)O)C=CC1NC(=O)NC1=C(C=CC(=C1)C)F ({4-[(5-{4-[3-fluoro-4-({[(2-fluoro-5-methylphenyl)amino]carbonyl}amino)phenoxy]pyridin-2-yl}-1H-pyrrol-3-yl)carbonyl]piperazin-1-yl}acetic acid). As a reaction SMILES: [F:1][C:2]1[CH:3]=[C:4]([CH:31]=[CH:32][C:33]=1[NH:34][C:35]([NH:37][C:38]1[CH:43]=[C:42]([CH3:44])[CH:41]=[CH:40][C:39]=1[F:45])=[O:36])[O:5][C:6]1[CH:11]=[CH:10][N:9]=[C:8]([C:12]2[NH:16][CH:15]=[C:14]([C:17]([N:19]3[CH2:24][CH2:23][N:22]([CH2:25][C:26]([O:28]CC)=[O:27])[CH2:21][CH2:20]3)=[O:18])[CH:13]=2)[CH:7]=1.[OH-].[Na+].O.Cl>CO>[F:1][C:2]1[CH:3]=[C:4]([CH:31]=[CH:32][C:33]=1[NH:34][C:35]([NH:37][C:38]1[CH:43]=[C:42]([CH3:44])[CH:41]=[CH:40][C:39]=1[F:45])=[O:36])[O:5][C:6]1[CH:11]=[CH:10][N:9]=[C:8]([C:12]2[NH:16][CH:15]=[C:14]([C:17]([N:19]3[CH2:20][CH2:21][N:22]([CH2:25][C:26]([OH:28])=[O:27])[CH2:23][CH2:24]3)=[O:18])[CH:13]=2)[CH:7]=1 |f:1.2|. Procedure details: To a stirred solution of ethyl {4-[(5-{4-[3-fluoro-4-({[(2-fluoro-5-methylphenyl)amino]carbonyl}amino)phenoxy]pyridin-2-yl}-1H-pyrrol-3-yl)carbonyl]piperazin-1-yl}acetate (175 mg, 0.28 mmol) in MeOH (8 ml) was added 1M NaOH solution (1 ml, 1 mmol). The mixture was stirred at room temperature for 16 hours and poured into 50 ml of water. 1M HCl was added dropwise with vigorous stirring until pH=7. The precipitates were filtered, washed with water and dried in vacuo to give {4-[5-{4-[3-fluoro-4-({[...